From a dataset of the Open Reaction Database (ORD), a public repository of structured organic reaction records. describe an organic reaction: reactants, conditions, products, and yield Starting materials: CC(C)(C)OC(=O)N1CC(CNCCCc2cc(-c3ccc4cn(Cc5ccccc5)nc4c3)c3c(N)ncnn23)C1, ClCCl, O=C(O)C(F)(F)F. Yields the product Nc1ncnn2c(CCCNCC3CNC3)cc(-c3ccc4cn(Cc5ccccc5)nc4c3)c12. RXN SMILES: [C:1]([O:2][C:3](=[O:4])[N:8]1[CH2:9][CH:10]([CH2:12][NH:13][CH2:14][CH2:15][CH2:16][c:17]2[cH:18][c:19](-[c:27]3[cH:28][cH:29][c:30]4[cH:31][n:32]([CH2:36][c:37]5[cH:38][cH:39][cH:40][cH:41][cH:42]5)[n:33][c:34]4[cH:35]3)[c:20]3[c:21]([NH2:26])[n:22][cH:23][n:24][n:25]23)[CH2:11]1)([CH3:5])([CH3:6])[CH3:7].[Cl:50][CH2:51][Cl:52].[OH:43][C:44]([C:45]([F:46])([F:47])[F:48])=[O:49]>>[NH:8]1[CH2:9][CH:10]([CH2:12][NH:13][CH2:14][CH2:15][CH2:16][c:17]2[cH:18][c:19](-[c:27]3[cH:28][cH:29][c:30]4[cH:31][n:32]([CH2:36][c:37]5[cH:38][cH:39][cH:40][cH:41][cH:42]5)[n:33][c:34]4[cH:35]3)[c:20]3[c:21]([NH2:26])[n:22][cH:23][n:24][n:25]23)[CH2:11]1. The reactants are CCOC(=O)c1ncn2cc(Br)sc12, CO, [Na+], [OH-]. Product: O=C(O)c1ncn2cc(Br)sc12. RXN SMILES: [Br:1][c:2]1[cH:3][n:4]2[c:5]([s:6]1)[c:7]([C:10](=[O:11])[O:12][CH2:13][CH3:14])[n:8][cH:9]2.[CH3:17][OH:18].[Na+:16].[OH-:15]>>[Br:1][c:2]1[cH:3][n:4]2[c:5]([s:6]1)[c:7]([C:10](=[O:11])[OH:12])[n:8][cH:9]2. The reactants are hydrogenmaleinate, CC(C)(C)C=1N=C(SC1)C=1CCN(CC1)CC1=CC=CC=C1 (4-(4-(1,1-dimethylethyl)-2-thiazolyl)-1-phenylmethyl-1,2,3,6-tetrahydropyridine), C(=O)([O-])[O-].[K+].[K+] (K2CO3), C(=C)OC(=O)Cl (chloroformic acid vinyl ester). The solvent is ClCCCl (1,2-dichloroethane). Reaction conditions: time 3 hour. Yields the product CC(C)(C)C=1N=C(SC1)C=1CCNCC1 (4-(4-(1,1-Dimethylethyl)-2-thiazolyl)-1,2,3,6-tetrahydropyridine). RXN SMILES: [CH3:1][C:2]([C:5]1[N:6]=[C:7]([C:10]2[CH2:11][CH2:12][N:13](CC3C=CC=CC=3)[CH2:14][CH:15]=2)[S:8][CH:9]=1)([CH3:4])[CH3:3].C([O-])([O-])=O.[K+].[K+].C(OC(Cl)=O)=C>ClCCCl>[CH3:4][C:2]([C:5]1[N:6]=[C:7]([C:10]2[CH2:11][CH2:12][NH:13][CH2:14][CH:15]=2)[S:8][CH:9]=1)([CH3:1])[CH3:3] |f:1.2.3|. Procedure details: 5.5 g 4-(4-(1,1-dimethylethyl)-2-thiazolyl)-1-phenylmethyl-1,2,3,6-tetrahydropyridine, 2.5 g K2CO3 and 50 ml 1,2-dichloroethane are treated dropwise at -10° to -7° under stirring with 3.75 ml chloroformic acid vinyl ester. The mixture is stirred at -10° to -7° for 3 hours. The solvent is evaporated, the residue partitioned between water and hexane. and the water phase extracted with hexane. The combined organic layers are washed with saturated brine solution, filtered and dried (Na2SO4). The sol...